Dataset: the Open Reaction Database (ORD), a public repository of structured organic reaction records. Task: describe an organic reaction: reactants, conditions, products, and yield The reactants are CN1C(=O)CCC2(C)c3ccc(Br)cc3CCC12, Cc1ccccc1, OB(O)c1cc(Cl)cc(Cl)c1, ClCCl, [Na+], [Na+], O=C([O-])[O-], [Pd], c1ccc(P(c2ccccc2)c2ccccc2)cc1, c1ccc(P(c2ccccc2)c2ccccc2)cc1, c1ccc(P(c2ccccc2)c2ccccc2)cc1, c1ccc(P(c2ccccc2)c2ccccc2)cc1. The product is CN1C(=O)CCC2(C)c3ccc(-c4cc(Cl)cc(Cl)c4)cc3CCC12. Reaction SMILES: [CH3:1][N:2]1[C:3](=[O:18])[CH2:4][CH2:5][C:6]2([CH3:17])[c:7]3[c:8]([cH:12][c:13]([Br:16])[cH:14][cH:15]3)[CH2:9][CH2:10][CH:11]12.[CH3:36][c:37]1[cH:38][cH:39][cH:40][cH:41][cH:42]1.[Cl:19][c:20]1[cH:21][c:22]([B:27]([OH:28])[OH:29])[cH:23][c:24]([Cl:26])[cH:25]1.[Cl:43][CH2:44][Cl:45].[Na+:30].[Na+:31].[O-:32][C:33](=[O:34])[O-:35].[Pd:46].[c:104]1([P:105]([c:106]2[cH:107][cH:108][cH:109][cH:110][cH:111]2)[c:112]2[cH:113][cH:114][cH:115][cH:116][cH:117]2)[cH:118][cH:119][cH:120][cH:121][cH:122]1.[c:47]1([P:48]([c:49]2[cH:50][cH:51][cH:52][cH:53][cH:54]2)[c:55]2[cH:56][cH:57][cH:58][cH:59][cH:60]2)[cH:61][cH:62][cH:63][cH:64][cH:65]1.[c:66]1([P:67]([c:68]2[cH:69][cH:70][cH:71][cH:72][cH:73]2)[c:74]2[cH:75][cH:76][cH:77][cH:78][cH:79]2)[cH:80][cH:81][cH:82][cH:83][cH:84]1.[c:85]1([P:86]([c:87]2[cH:88][cH:89][cH:90][cH:91][cH:92]2)[c:93]2[cH:94][cH:95][cH:96][cH:97][cH:98]2)[cH:99][cH:100][cH:101][cH:102][cH:103]1>>[CH3:1][N:2]1[C:3](=[O:18])[CH2:4][CH2:5][C:6]2([CH3:17])[c:7]3[c:8]([cH:12][c:13](-[c:22]4[cH:21][c:20]([Cl:19])[cH:25][c:24]([Cl:26])[cH:23]4)[cH:14][cH:15]3)[CH2:9][CH2:10][CH:11]12.